From a dataset of the Open Reaction Database (ORD), a public repository of structured organic reaction records. describe an organic reaction: reactants, conditions, products, and yield Starting materials: ClC1=NC(=NC(=C1NC=O)Cl)NC=O (4,6-Dichloro-2,5-diformamidopyrimidine), NOCCCCP(OCC)(OCC)=O (diethyl 4-(aminooxy)butylphosphonate), C(C)(C)N(C(C)C)CC (N,N-diisopropylethylamine). Solvent: COCCOCCOC (diglyme). Conditions: temperature 100 celsius, time 3 hour. The product is ClC1=NC(=NC(=C1NC=O)NOCCCCP(=O)(OCC)OCC)NC=O (4-Chloro-6-[[4-(diethoxyphosphoryl)butoxy]amino]-2,5-diformamidopyrimidine). Yield: 83.7%. Reaction SMILES: Cl[C:2]1[C:7]([NH:8][CH:9]=[O:10])=[C:6]([Cl:11])[N:5]=[C:4]([NH:12][CH:13]=[O:14])[N:3]=1.[NH2:15][O:16][CH2:17][CH2:18][CH2:19][CH2:20][P:21](=[O:28])([O:25][CH2:26][CH3:27])[O:22][CH2:23][CH3:24].C(N(CC)C(C)C)(C)C>COCCOCCOC>[Cl:11][C:6]1[C:7]([NH:8][CH:9]=[O:10])=[C:2]([NH:15][O:16][CH2:17][CH2:18][CH2:19][CH2:20][P:21]([O:22][CH2:23][CH3:24])([O:25][CH2:26][CH3:27])=[O:28])[N:3]=[C:4]([NH:12][CH:13]=[O:14])[N:5]=1. Reported procedure: 4,6-Dichloro-2,5-diformamidopyrimidine (0.35 g, 1.5 mmol), diethyl 4-(aminooxy)butylphosphonate (0.216 g, 0.93 mmol) and N,N-diisopropylethylamine (0.521 ml, 3 mmol) were dissolved in diglyme (15 ml) and stirred at 100° C. for 3 hr. The reaction mixture was then allowed to cool, the hydrochloride of N,N-diisopropylethylamine was filtered off and the filtrate was diluted with chloroform (150 ml). The resulting solution was washed with 4% aq. NaHCO3 (1×20 ml) and water (1×20 ml). The combined aque...